This data is from the Open Reaction Database (ORD), a public repository of structured organic reaction records. The task is: describe an organic reaction: reactants, conditions, products, and yield Starting materials: [Cl-].[NH4+] (ammonium chloride), IC=1C=C(C(=O)O)C=CC1 (3-iodobenzoic acid), C(=O)(N1C=NC=C1)N1C=NC=C1 (1,1′-carbonyldiimidazole), CN (methylamine), C1CCOC1 (THF). Solvent: CN(C)C=O (DMF). Run at temperature 50 celsius, time 15 minute. The product is IC=1C=C(C(=O)NC)C=CC1 (3-Iodo-N-methylbenzamide). Reaction SMILES: [I:1][C:2]1[CH:3]=[C:4]([CH:8]=[CH:9][CH:10]=1)[C:5](O)=[O:6].[C:11](N1C=CN=C1)([N:13]1C=CN=C1)=O.CN.C1COCC1.[Cl-].[NH4+]>CN(C=O)C>[I:1][C:2]1[CH:3]=[C:4]([CH:8]=[CH:9][CH:10]=1)[C:5]([NH:13][CH3:11])=[O:6] |f:4.5|. Reported procedure: To a solution of 3-iodobenzoic acid (1.5 g, 6 mmol) in anhydrous DMF (10 mL) was added 1,1′-carbonyldiimidazole (1.2 g, 7.2 mmol). The reaction mixture was heated to 50° C. under an atmosphere of nitrogen for 1 h. Upon cooling to room temperature, a solution of methylamine in THF (2 M, 6 mL, 10 mmol) was added. The reaction was stirred at r.t. for 15 min and then transferred into a solution of cold, saturated ammonium chloride (200 mL). The resulting precipitate was collected by filtration and d... Reactants: CC12OC(C(C(C1=NN)=NO)CC2)(C)C (1,3,3-trimethyl-2-oxabicyclo[2,2,2]octan-5,6-dione-5-oxime-6-hydrazone), COC(C1=CC=CC=C1)(OC)OC (trimethylorthobenzoate). Product: C1(=CC=CC=C1)C=1N=NC2=C([N+]1[O-])C1C(OC2(CC1)C)(C)C (3-phenyl-5,8-dihydro-6,6,8-trimethyl-5,8-ethano-6H-pyrano [4,3-e]-as-triazine-4-oxide). As a reaction SMILES: [CH3:1][C:2]12[CH2:13][CH2:12][CH:5]([C:6](=[N:10][OH:11])[C:7]1=[N:8][NH2:9])[C:4]([CH3:15])([CH3:14])[O:3]2.CO[C:18](OC)(OC)[C:19]1[CH:24]=[CH:23][CH:22]=[CH:21][CH:20]=1>>[C:19]1([C:18]2[N:9]=[N:8][C:7]3[C:2]4([CH3:1])[CH2:13][CH2:12][CH:5]([C:4]([CH3:15])([CH3:14])[O:3]4)[C:6]=3[N+:10]=2[O-:11])[CH:24]=[CH:23][CH:22]=[CH:21][CH:20]=1. Reported procedure: A solution of 2.11 g. (0.01 mole) 1,3,3-trimethyl-2-oxabicyclo[2,2,2]octan-5,6-dione-5-oxime-6-hydrazone in 10 ml. trimethylorthobenzoate is refluxed under nitrogen for 18 hours at a bath temperature of 140° C. during which time all distillate is removed. The resulting mixture is cooled and evaporated to dryness in vacuo. After filtering the residue dissolved in 2% methanol-chloroform through silica gel, and evaporation of the filtrate the resulting solid is triturated with ether, giving 3-pheny... Starting materials: C(C1=CC=CC=C1)OC1=C(C=CC=C1)C=CC1=C(C=C(C(=O)OC)C=C1)[N+](=O)[O-] (methyl 4-[2-(2-benzyloxyphenyl)ethenyl)-3-nitrobenzoate), [H][H] (hydrogen). The reagents and catalysts are [Rh] (Rhodium on alumina). Solvent: C(C)O (ethanol). Product: C(C1=CC=CC=C1)OC1=C(CCC2=C(C=C(C(=O)O)C=C2)N)C=CC=C1 (4-[2-Benzyloxyphenethyl]-3-aminobenzoic acid). As a reaction SMILES: [CH2:1]([O:8][C:9]1[CH:14]=[CH:13][CH:12]=[CH:11][C:10]=1[CH:15]=[CH:16][C:17]1[CH:26]=[CH:25][C:20]([C:21]([O:23]C)=[O:22])=[CH:19][C:18]=1[N+:27]([O-])=O)[C:2]1[CH:7]=[CH:6][CH:5]=[CH:4][CH:3]=1.[H][H]>C(O)C.[Rh]>[CH2:1]([O:8][C:9]1[CH:14]=[CH:13][CH:12]=[CH:11][C:10]=1[CH2:15][CH2:16][C:17]1[CH:26]=[CH:25][C:20]([C:21]([OH:23])=[O:22])=[CH:19][C:18]=1[NH2:27])[C:2]1[CH:3]=[CH:4][CH:5]=[CH:6][CH:7]=1. Procedure details: A mixture of methyl 4-[2-(2-benzyloxyphenyl)ethenyl)-3-nitrobenzoate (2.5 g) and 5% Rhodium on alumina (520 mg) in ethanol (200 ml) was stirred under 1 atm. of hydrogen for 20 hours. The mixture was filtered and the solvent evaporated. The residue was purified by subjecting to chromatography using ethylacetate: dichloromethane (9:1) as eluant. There was thus obtained methyl 4-[2-(2-benzyloxyphenyl)ethyl]-3-aminobenzoate (1.71 g). Starting materials: O=C([O-])[O-], CCCCI, [K+], [K+], C1=CC2(CCNCC2)c2ccccc21, CN(C)C=O. The product is CCCCN1CCC2(C=Cc3ccccc32)CC1. RXN SMILES: [C:15](=[O:16])([O-:17])[O-:18].[I:21][CH2:22][CH2:23][CH2:24][CH3:25].[K+:19].[K+:20].[NH:1]1[CH2:2][CH2:3][C:4]2([CH:5]=[CH:6][c:7]3[cH:8][cH:9][cH:10][cH:11][c:12]32)[CH2:13][CH2:14]1.[O:26]=[CH:27][N:28]([CH3:29])[CH3:30]>>[N:1]1([CH2:22][CH2:23][CH2:24][CH3:25])[CH2:2][CH2:3][C:4]2([CH:5]=[CH:6][c:7]3[cH:8][cH:9][cH:10][cH:11][c:12]32)[CH2:13][CH2:14]1. Reactants: O (water), ClCCCCS(=O)(=O)C1=CC=CC=2N1C=CN2 (5-(4-chlorobutylsulfonyl)imidazo[1,2-a]pyridine), S1C(NC(C1)=O)=O (thiazolidine-2,4-dione), N12C=CCCCC2NCCC1 (1,8-diazabicyclo[5.4.0]-undecene). The solvent is CN(C=O)C (N,N-dimethylformamide). Reaction conditions: temperature 80 celsius. Product: N=1C=CN2C1C=CC=C2S(=O)(=O)CCCCN2C(SCC2=O)=O (3-[4-(imidazo[1,2-a]pyridin-5-ylsulfonyl)butyl]thiazolidine-2,4-dione). Reaction SMILES: Cl[CH2:2][CH2:3][CH2:4][CH2:5][S:6]([C:9]1[N:14]2[CH:15]=[CH:16][N:17]=[C:13]2[CH:12]=[CH:11][CH:10]=1)(=[O:8])=[O:7].[S:18]1[CH2:22][C:21](=[O:23])[NH:20][C:19]1=[O:24].N12CCCNC1CCCC=C2.O>CN(C)C=O>[N:17]1[CH:16]=[CH:15][N:14]2[C:9]([S:6]([CH2:5][CH2:4][CH2:3][CH2:2][N:20]3[C:21](=[O:23])[CH2:22][S:18][C:19]3=[O:24])(=[O:8])=[O:7])=[CH:10][CH:11]=[CH:12][C:13]=12. Reported procedure: To a solution of 0.27 g (1.0 mmol) of 5-(4-chlorobutylsulfonyl)imidazo[1,2-a]pyridine and 0.177 g (1.0 mmol) of thiazolidine-2,4-dione in 7 ml of N,N-dimethylformamide, 0.15 ml (1.0 mmol) of 1,8-diazabicyclo[5.4.0]-undecene was added, followed by heating at 80° C. for 16 hours. After cooling, the reaction mixture was poured into water, extracted with ethyl acetate, washed with water and dried, after which the solvent was distilled off. The residue was purified by column chromatography (eluent, c...